This data is from the Open Reaction Database (ORD), a public repository of structured organic reaction records. The task is: describe an organic reaction: reactants, conditions, products, and yield Starting materials: BrCC1CCCCC1, CCO, c1ccc2ncc(Nc3ncnc4c3CCNC4)cc2c1. Yields the product c1ccc2ncc(Nc3ncnc4c3CCN(CC3CCCCC3)C4)cc2c1. RXN SMILES: [Br:22][CH2:23][CH:24]1[CH2:25][CH2:26][CH2:27][CH2:28][CH2:29]1.[CH3:30][CH2:31][OH:32].[n:1]1[cH:2][c:3]([NH:11][c:12]2[c:13]3[c:14]([n:15][cH:16][n:17]2)[CH2:18][NH:19][CH2:20][CH2:21]3)[cH:4][c:5]2[cH:6][cH:7][cH:8][cH:9][c:10]12>>[n:1]1[cH:2][c:3]([NH:11][c:12]2[c:13]3[c:14]([n:15][cH:16][n:17]2)[CH2:18][N:19]([CH2:23][CH:24]2[CH2:25][CH2:26][CH2:27][CH2:28][CH2:29]2)[CH2:20][CH2:21]3)[cH:4][c:5]2[cH:6][cH:7][cH:8][cH:9][c:10]12.